From a dataset of the Open Reaction Database (ORD), a public repository of structured organic reaction records. describe an organic reaction: reactants, conditions, products, and yield The reactants are NC1CCN(CC1)C(=O)OC(C)(C)C (tert-butyl 4-aminopiperidine-1-carboxylate), C(OCC1=CC(=CC(=C1)Cl)Cl)(=O)Cl (3,5-dichlorobenzyl carbonochloridate), [OH-].[Na+] (sodium hydroxide). Run in C(Cl)Cl (DCM). The product is ClC=1C=C(COC(=O)NC2CCN(CC2)C(=O)OC(C)(C)C)C=C(C1)Cl (Tert-butyl 4-((((3,5-dichlorobenzyl)oxy)carbonyl)amino)piperidine-1-carboxylate). RXN SMILES: [NH2:1][CH:2]1[CH2:7][CH2:6][N:5]([C:8]([O:10][C:11]([CH3:14])([CH3:13])[CH3:12])=[O:9])[CH2:4][CH2:3]1.[C:15](Cl)(=[O:26])[O:16][CH2:17][C:18]1[CH:23]=[C:22]([Cl:24])[CH:21]=[C:20]([Cl:25])[CH:19]=1.[OH-].[Na+]>C(Cl)Cl>[Cl:24][C:22]1[CH:23]=[C:18]([CH:19]=[C:20]([Cl:25])[CH:21]=1)[CH2:17][O:16][C:15]([NH:1][CH:2]1[CH2:3][CH2:4][N:5]([C:8]([O:10][C:11]([CH3:14])([CH3:13])[CH3:12])=[O:9])[CH2:6][CH2:7]1)=[O:26] |f:2.3|. Procedure details: A reaction mixture comprising tert-butyl 4-aminopiperidine-1-carboxylate (1 g, 4.99 mmol), 3,5-dichlorobenzyl carbonochloridate (1.196 g, 4.99 mmol) and sodium hydroxide (250 ml, 499 mmol) in DCM (16.64 ml) was stirred at room temperature for 18 hours. The reaction mixture separated and the organic portion dried over MgSO4, filtered and concentrated under reduced pressure. No further purification was carried out and the material was taken crude to the next step. Reactants: Cl.COC1=CC=C(C=C1)S(=O)(=O)N([C@@H](C(=O)O)C(C)C)CC=1C=NC=CC1 (2(R)-[[4-methoxybenzenesulfonyl](3-picolyl)amino]-3-methylbutanoic acid hydrochloride), Cl.C(C1=CC=CC=C1)ON (O-benzylhydroxylamine hydrochloride), Cl.C(C)(C)(C)ON (O-t-butylhydroxylamine hydrochloride). Product: C(C1=CC=CC=C1)ONC([C@@H](C(C)C)N(CC=1C=NC=CC1)S(=O)(=O)C1=CC=C(C=C1)OC)=O (N-(benzyloxy)-2(R)-[[4-methoxybenzenesulfonyl](3-picolyl)amino]-3-methyl-butanamide). Reaction SMILES: Cl.[CH3:2][O:3][C:4]1[CH:9]=[CH:8][C:7]([S:10]([N:13]([CH2:21][C:22]2[CH:23]=[N:24][CH:25]=[CH:26][CH:27]=2)[C@H:14]([CH:18]([CH3:20])[CH3:19])[C:15](O)=[O:16])(=[O:12])=[O:11])=[CH:6][CH:5]=1.Cl.[CH2:29]([O:36][NH2:37])[C:30]1[CH:35]=[CH:34][CH:33]=[CH:32][CH:31]=1.Cl.C(ON)(C)(C)C>>[CH2:29]([O:36][NH:37][C:15](=[O:16])[C@H:14]([N:13]([S:10]([C:7]1[CH:8]=[CH:9][C:4]([O:3][CH3:2])=[CH:5][CH:6]=1)(=[O:11])=[O:12])[CH2:21][C:22]1[CH:23]=[N:24][CH:25]=[CH:26][CH:27]=1)[CH:18]([CH3:20])[CH3:19])[C:30]1[CH:35]=[CH:34][CH:33]=[CH:32][CH:31]=1 |f:0.1,2.3,4.5|. Reported procedure: 2(R)-[[4-methoxybenzenesulfonyl](3-picolyl)amino]-3-methylbutanoic acid hydrochloride is reacted with O-benzylhydroxylamine hydrochloride under conditions described for reaction with O-t-butylhydroxylamine hydrochloride to yield N-(benzyloxy)-2(R)-[[4-methoxybenzenesulfonyl](3-picolyl)amino]-3-methyl-butanamide, m.p. 74.5°-76° C. Reactants: O=C([O-])[O-], CCCc1c(OCCCBr)ccc2c(CC(C)(C)C)noc12, [Cs+], [Cs+], O=C(O)C(F)(F)F, O=C1CCC(=O)N1, CN(C)C=O, O. The product is CCCc1c(OCCCN2C(=O)CCC2=O)ccc2c(CC(C)(C)C)noc12. Reaction SMILES: [C:30](=[O:31])([O-:32])[O-:33].[CH2:8]([CH2:9][CH3:10])[c:11]1[c:12]([O:25][CH2:26][CH2:27][CH2:28][Br:29])[cH:13][cH:14][c:15]2[c:16]([CH2:20][C:21]([CH3:22])([CH3:23])[CH3:24])[n:17][o:18][c:19]12.[Cs+:34].[Cs+:35].[F:36][C:37]([F:38])([F:39])[C:40]([OH:41])=[O:42].[O:1]=[C:2]1[CH2:3][CH2:4][C:5](=[O:6])[NH:7]1.[O:43]=[CH:44][N:45]([CH3:46])[CH3:47].[OH2:48]>>[O:1]=[C:2]1[CH2:3][CH2:4][C:5](=[O:6])[N:7]1[CH2:28][CH2:27][CH2:26][O:25][c:12]1[c:11]([CH2:8][CH2:9][CH3:10])[c:19]2[c:15]([cH:14][cH:13]1)[c:16]([CH2:20][C:21]([CH3:22])([CH3:23])[CH3:24])[n:17][o:18]2. Procedure: A solution of 2.92 ml (21.61 mmol) of 4-bromo-1,3-dimethylbenzene in 3 ml of Et2O were added at 0° C. to a suspension of 0.5 g (20.56 mmol) of magnesium turnings in 7 ml of THF and 7 ml of Et2O and also a crystal of iodine. The mixture was heated to room temperature, stirred further overnight and slowly added dropwise at 0° C. to a solution of 1.5 ml (10.31 mmol) of Et2NPCl2 in 8 ml of THF. The mixture was heated to 5–10° C., stirred for a further 2 hours and the solvent was subsequently removed... Reaction conditions: time 8 hour. The solvent is C1CCOC1 (THF), CCOCC (Et2O), C1CCOC1 (THF), CCOCC (Et2O). Reaction SMILES: Br[C:2]1[CH:7]=[CH:6][C:5]([CH3:8])=[CH:4][C:3]=1[CH3:9].[Mg].II.[N:13]([P:18](Cl)Cl)([CH2:16][CH3:17])[CH2:14][CH3:15]>CCOCC.C1COCC1>[CH2:14]([N:13]([P:18]([C:2]1[CH:7]=[CH:6][C:5]([CH3:8])=[CH:4][C:3]=1[CH3:9])[C:2]1[CH:7]=[CH:6][C:5]([CH3:8])=[CH:4][C:3]=1[CH3:9])[CH2:16][CH3:17])[CH3:15]. The product is C(C)N(CC)P(C1=C(C=C(C=C1)C)C)C1=C(C=C(C=C1)C)C ((Diethylamino)-bis(2,4-dimethylphenyl)phosphine). Reactants: N(CC)(CC)P(Cl)Cl (Et2NPCl2), BrC1=C(C=C(C=C1)C)C (4-bromo-1,3-dimethylbenzene), [Mg] (magnesium), II (iodine). Reactants: C1CCOC1, [Li]CCCC, CSc1ccc(C=O)cc1, c1cscn1. Yields the product CSc1ccc(C(O)c2nccs2)cc1. Reaction SMILES: [CH2:21]1[O:22][CH2:23][CH2:24][CH2:25]1.[CH2:6]([Li:7])[CH2:8][CH2:9][CH3:10].[CH3:11][S:12][c:13]1[cH:14][cH:15][c:16]([CH:17]=[O:18])[cH:19][cH:20]1.[cH:1]1[cH:2][s:3][cH:4][n:5]1>>[cH:1]1[cH:2][s:3][c:4]([CH:17]([c:16]2[cH:15][cH:14][c:13]([S:12][CH3:11])[cH:20][cH:19]2)[OH:18])[n:5]1. The reactants are OC1=C(C(=O)OC)C=C(C=C1)NC(C)=O (Methyl 2-hydroxy-5-acetamidobenzoate), C(C)(=O)OC(C)=O (acetic anhydride). Solvent: N1=CC=CC=C1 (pyridine). Conditions: time 48 hour. Yields the product C(C)(=O)OC1=C(C(=O)OC)C=C(C=C1)NC(C)=O (Methyl 2-acetoxy-5-acetamidobenzoate). Yield: 84.0%. As a reaction SMILES: [OH:1][C:2]1[CH:11]=[CH:10][C:9]([NH:12][C:13](=[O:15])[CH3:14])=[CH:8][C:3]=1[C:4]([O:6][CH3:7])=[O:5].[C:16](OC(=O)C)(=[O:18])[CH3:17]>N1C=CC=CC=1>[C:16]([O:1][C:2]1[CH:11]=[CH:10][C:9]([NH:12][C:13](=[O:15])[CH3:14])=[CH:8][C:3]=1[C:4]([O:6][CH3:7])=[O:5])(=[O:18])[CH3:17]. Reported procedure: Methyl 2-hydroxy-5-acetamidobenzoate (13.6 g, 68 mmole) was dissolved in pyridine (20 ml), acetic anhydride (7.4 ml) was added, and the reaction mixture was left at room temperature for 48 hours after which time it was evaporated to dryness, in vacuo. The remaining product was recrystallized from ethanol-water (1:3) to give the title compound (14.4 g, 84%), m.p. 133°-135° C. Found (Calc. for C12H13NO5) C 57.11 (57.37), H 5.28 (5.18), N 5.47 (5.58). Starting materials: FC=1C=CC2=C(N=CNC2=O)N1 (7-fluoropyrido[2,3-d]pyrimid-4(3H)-one), O=P(Cl)(Cl)Cl (POCl3). Product: ClC=1C2=C(N=CN1)N=C(C=C2)F (4-chloro-7-fluoropyrido[2,3-d]pyrimidine). RXN SMILES: [F:1][C:2]1[CH:3]=[CH:4][C:5]2[C:10](=O)[NH:9][CH:8]=[N:7][C:6]=2[N:12]=1.O=P(Cl)(Cl)[Cl:15]>>[Cl:15][C:10]1[C:5]2[CH:4]=[CH:3][C:2]([F:1])=[N:12][C:6]=2[N:7]=[CH:8][N:9]=1. Procedure details: A suspension of 2-amino-6-fluoronicotinamide (0.74 g, 4.77 mmol) in triethyl orthoformate (25 mL) is heated at reflux for 8 h. After cooling to room temperature the precipitate is filtered off and washed well with petroleum ether to give 7-fluoropyrido[2,3-d]pyrimid-4(3H)-one (0.76 g, 96s), 1H NMR (DMSO) δ 12.75 (1H, brs), 8.66 (1H, dd, J=10.4, 8.4 Hz), 8.38 (1H, s), 7.33 (1H, dd, J=8.4, 2.6 Hz) 4-(3-Bromoanilino)-7-fluoropyrido[2,3-d]pyrimidine. A suspension of 7-fluoropyrido[2,3-d]pyrimid-4(3H... Reactants: COc1ncc(Br)cc1C(=O)N(C)C, CC1(C)OB(c2cccc3c2CC(N(Cc2ccccc2)Cc2ccccc2)CO3)OC1(C)C. The product is COc1ncc(-c2cccc3c2CC(N(Cc2ccccc2)Cc2ccccc2)CO3)cc1C(=O)N(C)C. As a reaction SMILES: [Br:35][c:36]1[cH:37][n:38][c:39]([O:47][CH3:48])[c:40]([C:41](=[O:42])[N:43]([CH3:44])[CH3:45])[cH:46]1.[CH2:1]([c:2]1[cH:3][cH:4][cH:5][cH:6][cH:7]1)[N:8]([CH:9]1[CH2:10][O:11][c:12]2[cH:13][cH:14][cH:15][c:16]([B:19]3[O:20][C:21]([CH3:22])([CH3:23])[C:24]([CH3:25])([CH3:26])[O:27]3)[c:17]2[CH2:18]1)[CH2:28][c:29]1[cH:30][cH:31][cH:32][cH:33][cH:34]1>>[CH2:1]([c:2]1[cH:3][cH:4][cH:5][cH:6][cH:7]1)[N:8]([CH:9]1[CH2:10][O:11][c:12]2[cH:13][cH:14][cH:15][c:16](-[c:36]3[cH:37][n:38][c:39]([O:47][CH3:48])[c:40]([C:41](=[O:42])[N:43]([CH3:44])[CH3:45])[cH:46]3)[c:17]2[CH2:18]1)[CH2:28][c:29]1[cH:30][cH:31][cH:32][cH:33][cH:34]1. The reactants are CC=1N=CSC1C(C)(O)C1=CC=CC=C1 (1-(4-Methyl-5-thiazolyl)-1-phenylethanol), S(=O)(Cl)Cl (thionyl chloride). The solvent is C(Cl)(Cl)Cl (chloroform). Yields the product CC=1N=CSC1C(=C)C1=CC=CC=C1 (1-(4-Methyl-5-thiazolyl)-1-phenylethene). Reaction SMILES: [CH3:1][C:2]1[N:3]=[CH:4][S:5][C:6]=1[C:7]([C:10]1[CH:15]=[CH:14][CH:13]=[CH:12][CH:11]=1)(O)[CH3:8].S(Cl)(Cl)=O>C(Cl)(Cl)Cl>[CH3:1][C:2]1[N:3]=[CH:4][S:5][C:6]=1[C:7]([C:10]1[CH:15]=[CH:14][CH:13]=[CH:12][CH:11]=1)=[CH2:8]. Reported procedure: 1-(4-Methyl-5-thiazolyl)-1-phenylethanol (2.5g) in chloroform (25ml) was treated with thionyl chloride (4.5ml). The mixture was heated under reflux overnight and then evaporated to dryness. Aqueous sodium hydrogen carbonate was added and the mixture was extracted with dichloromethane. The material thus obtained was purified by flash chromatography to give the title compound as an oil. Treatment with anhydrous hydrogen chloride in diethylether gave 1-(4-methyl-5-thiazolyl) -1-phenylethene hydroch... Starting materials: CC12CCC(C#N)=CC1=CCC1C2CCC2(C)C(C(=O)Sc3ccccn3)CCC12, COc1ccc(C(C)(C)N)cc1OC. The product is COc1ccc(C(C)(C)NC(=O)C2CCC3C4CC=C5C=C(C#N)CCC5(C)C4CCC23C)cc1OC. RXN SMILES: [C:1](#[N:2])[C:3]1=[CH:4][C:5]2=[CH:6][CH2:7][CH:8]3[CH:9]4[CH2:10][CH2:11][CH:12]([C:22]([S:23][c:24]5[cH:25][cH:26][cH:27][cH:28][n:29]5)=[O:30])[C:13]4([CH3:14])[CH2:15][CH2:16][CH:17]3[C:18]2([CH3:21])[CH2:19][CH2:20]1.[CH3:31][O:32][c:33]1[cH:34][c:35]([C:41]([CH3:42])([CH3:43])[NH2:44])[cH:36][cH:37][c:38]1[O:39][CH3:40]>>[C:1](#[N:2])[C:3]1=[CH:4][C:5]2=[CH:6][CH2:7][CH:8]3[CH:9]4[CH2:10][CH2:11][CH:12]([C:22](=[O:30])[NH:44][C:41]([c:35]5[cH:34][c:33]([O:32][CH3:31])[c:38]([O:39][CH3:40])[cH:37][cH:36]5)([CH3:42])[CH3:43])[C:13]4([CH3:14])[CH2:15][CH2:16][CH:17]3[C:18]2([CH3:21])[CH2:19][CH2:20]1.